From a dataset of the Open Reaction Database (ORD), a public repository of structured organic reaction records. describe an organic reaction: reactants, conditions, products, and yield Starting materials: COc1ccc(-c2cc(C)ccn2)cc1, [Na+], O=[N+]([O-])O, O=C([O-])O, O=S(=O)(O)O. The product is COc1ccc(-c2cc(C)ccn2)cc1[N+](=O)[O-]. As a reaction SMILES: [CH3:1][c:2]1[cH:3][c:4](-[c:8]2[cH:9][cH:10][c:11]([O:14][CH3:15])[cH:12][cH:13]2)[n:5][cH:6][cH:7]1.[Na+:20].[OH:16][N+:17]([O-:18])=[O:19].[OH:21][C:22](=[O:23])[O-:24].[S:25](=[O:26])(=[O:27])([OH:28])[OH:29]>>[CH3:1][c:2]1[cH:3][c:4](-[c:8]2[cH:9][c:10]([N+:17](=[O:16])[O-:18])[c:11]([O:14][CH3:15])[cH:12][cH:13]2)[n:5][cH:6][cH:7]1. The reactants are CC(=O)O, N#CCCl, ClCCl, CC(C)(O)c1ccc(-c2nc3ccc(C4(c5ccccc5)CC4)nc3s2)c(F)c1, O=S(=O)(O)O. Product: CC(C)(NC(=O)CCl)c1ccc(-c2nc3ccc(C4(c5ccccc5)CC4)nc3s2)c(F)c1. RXN SMILES: [CH3:34][C:35]([OH:36])=[O:37].[Cl:30][CH2:31][C:32]#[N:33].[Cl:43][CH2:44][Cl:45].[F:1][c:2]1[cH:3][c:4]([C:26]([CH3:27])([CH3:28])[OH:29])[cH:5][cH:6][c:7]1-[c:8]1[s:9][c:10]2[n:11][c:12]([C:17]3([c:20]4[cH:21][cH:22][cH:23][cH:24][cH:25]4)[CH2:18][CH2:19]3)[cH:13][cH:14][c:15]2[n:16]1.[S:38](=[O:39])(=[O:40])([OH:41])[OH:42]>>[F:1][c:2]1[cH:3][c:4]([C:26]([CH3:27])([CH3:28])[NH:33][C:32]([CH2:31][Cl:30])=[O:36])[cH:5][cH:6][c:7]1-[c:8]1[s:9][c:10]2[n:11][c:12]([C:17]3([c:20]4[cH:21][cH:22][cH:23][cH:24][cH:25]4)[CH2:18][CH2:19]3)[cH:13][cH:14][c:15]2[n:16]1. Starting materials: CC(=COCC(F)(F)F)C (2,2,2-Trifluoroethyl 2-methyl-1-propenyl ether), [N+](=[N-])=CC(=O)OCC (Ethyl diazoacetate). The reagents and catalysts are [Cu] (copper). The product is FC(COC1C(C1C(=O)OCC)(C)C)(F)F (ethyl 3-(2,2,2-trifluoroethoxy)-2,2-dimethylcyclopropanecarboxylate). RXN SMILES: [CH3:1][C:2]([CH3:10])=[CH:3][O:4][CH2:5][C:6]([F:9])([F:8])[F:7].[N+](=[CH:13][C:14]([O:16][CH2:17][CH3:18])=[O:15])=[N-]>[Cu]>[F:7][C:6]([F:9])([F:8])[CH2:5][O:4][CH:3]1[CH:13]([C:14]([O:16][CH2:17][CH3:18])=[O:15])[C:2]1([CH3:10])[CH3:1]. Procedure details: 2,2,2-Trifluoroethyl 2-methyl-1-propenyl ether (3.2 g) is combined, under nitrogen, with approx. 150 mg copper powder and heated to 130°. Ethyl diazoacetate (2.36 g) is very slowly added to the solution over 1.5 hr. The solution is then cooled and filtered, and the filtrate is washed with ether. The ether phase is distilled in vacuo to yield ethyl 3-(2,2,2-trifluoroethoxy)-2,2-dimethylcyclopropanecarboxylate. Starting materials: C(N)(=O)N(CC(=O)OCC)CC1=CC=C(C=C1)C1=C(C2=C(N(N=N2)CC2CC2)C=C1)C(F)(F)F (Ethyl N-carbamoyl-N-{4-[1-(cyclopropylmethyl)-4-(trifluoromethyl)-1H-benzotriazol-5-yl]benzyl}glycinate). Run in ClCCl (dichloromethane), O (water). Reaction conditions: time 1.5 hour. Yields the product C1(CC1)CN1N=NC2=C1C=CC(=C2C(F)(F)F)C2=CC=C(CN1C(NC(C1)=O)=O)C=C2 (1-{4-[1-(cyclopropylmethyl)-4-(trifluoromethyl)-1H-benzotriazol-5-yl]benzyl}imidazolidine-2,4-dione). Reaction SMILES: [C:1]([N:4]([CH2:11][C:12]1[CH:17]=[CH:16][C:15]([C:18]2[CH:30]=[CH:29][C:21]3[N:22]([CH2:25][CH:26]4[CH2:28][CH2:27]4)[N:23]=[N:24][C:20]=3[C:19]=2[C:31]([F:34])([F:33])[F:32])=[CH:14][CH:13]=1)[CH2:5][C:6]([O:8]CC)=O)(=[O:3])[NH2:2]>ClCCl.O>[CH:26]1([CH2:25][N:22]2[C:21]3[CH:29]=[CH:30][C:18]([C:15]4[CH:16]=[CH:17][C:12]([CH2:11][N:4]5[CH2:5][C:6](=[O:8])[NH:2][C:1]5=[O:3])=[CH:13][CH:14]=4)=[C:19]([C:31]([F:32])([F:33])[F:34])[C:20]=3[N:24]=[N:23]2)[CH2:28][CH2:27]1. Reported procedure: Ethyl N-carbamoyl-N-{4-[1-(cyclopropylmethyl)-4-(trifluoromethyl)-1H-benzotriazol-5-yl]benzyl}glycinate was dissolved in a dichloromethane/1 N hydrochloric acid solution and the reaction mixture placed into an oil-bath preheated to 100° C. The mixture was stirred for 1.5 hours, cooled to ambient temperature, diluted with water and extracted with ethyl acetate (3×30 mL). The organic layers were combined, dried over sodium sulfate and concentrated in vacuo to afford the titled compound as a white ... The reactants are ClC(=O)OC1=CC=CC=C1 (Phenyl chloroformate), FC1=CC=C(C=C1)C1=CC=C(S1)S(=O)(=O)N1[C@H](CNCC1)C(=O)NOC1OCCCC1 ((2R)-1-[5-(4-Fluorophenyl)thiophene-2-sulfonyl]-N-(2-tetrahydropyranyloxy)-2-piperazinecarboxamide). The solvent is C(Cl)(Cl)Cl (CHCl3), N1=CC=CC=C1 (pyridine), C(Cl)(Cl)Cl (CHCl3). Yields the product FC1=CC=C(C=C1)C1=CC=C(S1)S(=O)(=O)N1[C@H](CN(CC1)C(=O)OC1=CC=CC=C1)C(=O)NOC1OCCCC1 ((2R)-1-[5-(4-fluorophenyl)thiophene-2-sulfonyl]-4-phenoxycarbonyl-N-(2-tetrahydropyranyloxy)-2-piperazinecarboxamide). Isolated yield 107.2%. As a reaction SMILES: Cl[C:2]([O:4][C:5]1[CH:10]=[CH:9][CH:8]=[CH:7][CH:6]=1)=[O:3].[F:11][C:12]1[CH:17]=[CH:16][C:15]([C:18]2[S:22][C:21]([S:23]([N:26]3[CH2:31][CH2:30][NH:29][CH2:28][C@@H:27]3[C:32]([NH:34][O:35][CH:36]3[CH2:41][CH2:40][CH2:39][CH2:38][O:37]3)=[O:33])(=[O:25])=[O:24])=[CH:20][CH:19]=2)=[CH:14][CH:13]=1>C(Cl)(Cl)Cl.N1C=CC=CC=1>[F:11][C:12]1[CH:13]=[CH:14][C:15]([C:18]2[S:22][C:21]([S:23]([N:26]3[CH2:31][CH2:30][N:29]([C:2]([O:4][C:5]4[CH:10]=[CH:9][CH:8]=[CH:7][CH:6]=4)=[O:3])[CH2:28][C@@H:27]3[C:32]([NH:34][O:35][CH:36]3[CH2:41][CH2:40][CH2:39][CH2:38][O:37]3)=[O:33])(=[O:24])=[O:25])=[CH:20][CH:19]=2)=[CH:16][CH:17]=1. Reported procedure: Phenyl chloroformate (60 mg) in CHCl3 (1 ml) was added to (2R)-1-[5-(4-Fluorophenyl)thiophene-2-sulfonyl]-N-(2-tetrahydropyranyloxy)-2-piperazinecarboxamide (150 mg) in pyridine (0.5 ml) and CHCl3 (0.5 ml) dropwise with cooling on an ice bath. The reaction mixture was stirred at said temperature for 2 hours. The mixture was concentrated in vacuo, and the residue was partitioned between AcOEt and 5% aqueous citric acid. The organic layer was washed with 5% aqueous citric acid, saturated aqueous N...